describe an organic reaction: reactants, conditions, products, and yield From a dataset of the Open Reaction Database (ORD), a public repository of structured organic reaction records. Reactants: CC(C)(C)c1ccc(S(=O)(=O)N2CCC3=CC(=O)CCC3(Cc3ccc(Br)cc3)C2)cc1, O=C([O-])[O-], ClCCl, [Cs+], [Cs+], CN(C)C=O, OB(O)c1ccncc1. The product is CC(C)(C)c1ccc(S(=O)(=O)N2CCC3=CC(=O)CCC3(Cc3ccc(-c4ccncc4)cc3)C2)cc1. As a reaction SMILES: [Br:1][c:2]1[cH:3][cH:4][c:5]([CH2:6][C:7]23[CH2:8][CH2:9][C:10](=[O:30])[CH:11]=[C:12]2[CH2:13][CH2:14][N:15]([S:17](=[O:18])(=[O:19])[c:20]2[cH:21][cH:22][c:23]([C:26]([CH3:27])([CH3:28])[CH3:29])[cH:24][cH:25]2)[CH2:16]3)[cH:31][cH:32]1.[C:42](=[O:43])([O-:44])[O-:45].[Cl:53][CH2:54][Cl:55].[Cs+:46].[Cs+:47].[O:48]=[CH:49][N:50]([CH3:51])[CH3:52].[n:33]1[cH:34][cH:35][c:36]([B:39]([OH:40])[OH:41])[cH:37][cH:38]1>>[c:2]1(-[c:36]2[cH:35][cH:34][n:33][cH:38][cH:37]2)[cH:3][cH:4][c:5]([CH2:6][C:7]23[CH2:8][CH2:9][C:10](=[O:30])[CH:11]=[C:12]2[CH2:13][CH2:14][N:15]([S:17](=[O:18])(=[O:19])[c:20]2[cH:21][cH:22][c:23]([C:26]([CH3:27])([CH3:28])[CH3:29])[cH:24][cH:25]2)[CH2:16]3)[cH:31][cH:32]1. The reactants are C[C@H]1[C@H](C(COS(=O)(=O)C2=CC=C(C=C2)[N+](=O)[O-])=O)[C@]2(CC=C3[C@]4(C=CC(C=C4CC[C@H]3[C@@H]2C1)=O)C)C (16α-methyl-21-(4-nitrobenzenesulfonyloxy)pregna-1,4,9(11)-triene-3,20-dione), C1OC2(CCN(CC2)C2=NC(=CC(=N2)N2CCC3(CC2)OCCO3)N3CCNCC3)OC1 (2,4-bis(4,4-ethylenedioxy-1-piperidinyl)-6-(1-piperazinyl)pyrimidine). Product: C1OC2(CCN(CC2)C2=NC(=CC(=N2)N2CCC3(CC2)OCCO3)N3CCN(CC3)CC([C@H]3[C@@H](C[C@H]2[C@@H]4CCC5=CC(C=C[C@]5(C)C4=CC[C@]32C)=O)C)=O)OC1 (21-{4-[2,4-bis(4,4-ethylenedioxy-1-piperidinyl)-6-pyrimidinyl]-1-piperazinyl}-16α-methylpregna-1,4,9(11)-triene-3,20-dione). Yield: 77.5%. Reaction SMILES: [CH3:1][C@@H:2]1[CH2:34][C@@H:33]2[C@:20]([CH3:37])([CH2:21][CH:22]=[C:23]3[C@H:32]2[CH2:31][CH2:30][C:29]2[C@:24]3([CH3:36])[CH:25]=[CH:26][C:27](=[O:35])[CH:28]=2)[C@H:3]1[C:4](=[O:19])[CH2:5]OS(C1C=CC([N+]([O-])=O)=CC=1)(=O)=O.[CH2:38]1[CH2:69][O:68][C:40]2([CH2:45][CH2:44][N:43]([C:46]3[N:51]=[C:50]([N:52]4[CH2:57][CH2:56][C:55]5([O:61][CH2:60][CH2:59][O:58]5)[CH2:54][CH2:53]4)[CH:49]=[C:48]([N:62]4[CH2:67][CH2:66][NH:65][CH2:64][CH2:63]4)[N:47]=3)[CH2:42][CH2:41]2)[O:39]1>>[CH2:38]1[CH2:69][O:68][C:40]2([CH2:41][CH2:42][N:43]([C:46]3[N:51]=[C:50]([N:52]4[CH2:57][CH2:56][C:55]5([O:61][CH2:60][CH2:59][O:58]5)[CH2:54][CH2:53]4)[CH:49]=[C:48]([N:62]4[CH2:67][CH2:66][N:65]([CH2:5][C:4](=[O:19])[C@@H:3]5[C@:20]6([CH3:37])[C@H:33]([C@H:32]7[C:23](=[CH:22][CH2:21]6)[C@:24]6([CH3:36])[C:29](=[CH:28][C:27](=[O:35])[CH:26]=[CH:25]6)[CH2:30][CH2:31]7)[CH2:34][C@H:2]5[CH3:1])[CH2:64][CH2:63]4)[N:47]=3)[CH2:44][CH2:45]2)[O:39]1. Procedure details: The reaction of 16α-methyl-21-(4-nitrobenzenesulfonyloxy)pregna-1,4,9(11)-triene-3,20-dione with 2,4-bis(4,4-ethylenedioxy-1-piperidinyl)-6-(1-piperazinyl)pyrimidine as described in Example 5 leads to the title compound in a yield of 77.5%, m.p.:156°-174° C. The reactants are Cc1ccc(S(=O)(=O)C2CCNC2)cc1, Cc1ccc(-c2oncc2C(=O)O)cc1, Cl. Product: Cc1ccc(-c2oncc2C(=O)N2CCC(S(=O)(=O)c3ccc(C)cc3)C2)cc1. RXN SMILES: [CH3:17][c:18]1[cH:19][cH:20][c:21]([S:24](=[O:25])(=[O:26])[CH:27]2[CH2:28][NH:29][CH2:30][CH2:31]2)[cH:22][cH:23]1.[CH3:1][c:2]1[cH:3][cH:4][c:5](-[c:8]2[c:9]([C:13](=[O:14])[OH:15])[cH:10][n:11][o:12]2)[cH:6][cH:7]1.[ClH:16]>>[CH3:1][c:2]1[cH:3][cH:4][c:5](-[c:8]2[c:9]([C:13](=[O:15])[N:29]3[CH2:28][CH:27]([S:24]([c:21]4[cH:20][cH:19][c:18]([CH3:17])[cH:23][cH:22]4)(=[O:25])=[O:26])[CH2:31][CH2:30]3)[cH:10][n:11][o:12]2)[cH:6][cH:7]1. Starting materials: COC1=C(C=CC=C1)NC=CC(=O)OCC (Ethyl 3-(2-methoxyphenylamino)acrylate), C(CCCCC)(=O)Cl (hexanoyl chloride), [H-].[Na+] (Sodium hydride). Run in O1CCCC1 (tetrahydrofuran), O1CCCC1 (tetrahydrofuran), O1CCCC1 (tetrahydrofuran), petroleum ether. Run at temperature -30 celsius. The product is C(CCCCC)(=O)C(C(=O)OCC)=CNC1=C(C=CC=C1)OC (ethyl 2-hexanoyl-3-(2-methoxyphenyl- amino)acrylate). Isolated yield 62.6%. Reaction SMILES: [H-].[Na+].[CH3:3][O:4][C:5]1[CH:10]=[CH:9][CH:8]=[CH:7][C:6]=1[NH:11][CH:12]=[CH:13][C:14]([O:16][CH2:17][CH3:18])=[O:15].[C:19](Cl)(=[O:25])[CH2:20][CH2:21][CH2:22][CH2:23][CH3:24]>O1CCCC1>[C:19]([C:13](=[CH:12][NH:11][C:6]1[CH:7]=[CH:8][CH:9]=[CH:10][C:5]=1[O:4][CH3:3])[C:14]([O:16][CH2:17][CH3:18])=[O:15])(=[O:25])[CH2:20][CH2:21][CH2:22][CH2:23][CH3:24] |f:0.1|. Procedure: 50% Sodium hydride (4.8 g, 0.1 mol) was washed with petroleum ether and then suspended under nitrogen in dry tetrahydrofuran (50 ml) at -30° C. Ethyl 3-(2-methoxyphenylamino)acrylate (17.4 g, 0.1 mol) in dry tetrahydrofuran (100 ml) was added dropwise to the stirred suspension keeping the temperature below -20° C. Cooling was removed and the mixture was stirred until a deep red colour was obtained. The mixture was re-cooled to -30° C. and hexanoyl chloride (13.8 ml, 0.1 mol) in dry tetrahydrofur...